Dataset: the Open Reaction Database (ORD), a public repository of structured organic reaction records. Task: describe an organic reaction: reactants, conditions, products, and yield Starting materials: CN(C)C=O, C=C(Cl)CCl, Nc1cc(S)c(Cl)cc1F. The product is C=C(Cl)CSc1cc(N)c(F)cc1Cl. Reaction SMILES: [CH3:16][N:17]([CH3:18])[CH:19]=[O:20].[Cl:11][C:12](=[CH2:13])[CH2:14][Cl:15].[NH2:1][c:2]1[c:3]([F:10])[cH:4][c:5]([Cl:9])[c:6]([SH:8])[cH:7]1>>[NH2:1][c:2]1[c:3]([F:10])[cH:4][c:5]([Cl:9])[c:6]([S:8][CH2:14][C:12]([Cl:11])=[CH2:13])[cH:7]1. Starting materials: CCCSc1c2ccccc2nc2c1c(C)nn2-c1ccccn1, ClC(Cl)Cl, O=C(OO)c1cccc(Cl)c1. Yields the product CCCS(=O)c1c2ccccc2nc2c1c(C)nn2-c1ccccn1. As a reaction SMILES: [CH3:12][c:13]1[n:14][n:15](-[c:30]2[n:31][cH:32][cH:33][cH:34][cH:35]2)[c:16]2[n:17][c:18]3[cH:19][cH:20][cH:21][cH:22][c:23]3[c:24]([S:26][CH2:27][CH2:28][CH3:29])[c:25]12.[CH:36]([Cl:37])([Cl:38])[Cl:39].[Cl:1][c:2]1[cH:3][cH:4][cH:5][c:6]([C:7]([O:8][OH:10])=[O:9])[cH:11]1>>[O:9]=[S:26]([c:24]1[c:23]2[c:18]([n:17][c:16]3[n:15](-[c:30]4[n:31][cH:32][cH:33][cH:34][cH:35]4)[n:14][c:13]([CH3:12])[c:25]31)[cH:19][cH:20][cH:21][cH:22]2)[CH2:27][CH2:28][CH3:29]. Reactants: SC1=C(C(=O)O)C=CC=C1 (2-mercaptobenzoic acid), [H-].[Na+] (sodium hydride). Run in COCCOC (1,2-dimethoxyethane), COCCOC (DME). Conditions: temperature 50 celsius. Yields the product SC1=C(C(=O)[O-])C=CC=C1.[Na+] (sodium 2-mercaptobenzoate). The yield is 100.0%. RXN SMILES: [SH:1][C:2]1[CH:10]=[CH:9][CH:8]=[CH:7][C:3]=1[C:4]([OH:6])=[O:5].[H-].[Na+:12]>COCCOC>[SH:1][C:2]1[CH:10]=[CH:9][CH:8]=[CH:7][C:3]=1[C:4]([O-:6])=[O:5].[Na+:12] |f:1.2,4.5|. Procedure: A solution of 2-mercaptobenzoic acid (15.4 g, 0.1 mole) in 50 ml of 1,2-dimethoxyethane (DME) was slowly added, with cooling, to a stirred suspension of 0.1 mole of sodium hydride in DME, the suspension having been prepared by washing 4.2 grams of a 57% oil dispersion with dry n-hexane (3 times) and replacing the last wash with dry 1,2-dimethoxyethane (50 ml). Cooling was necessary to maintain the temperature below 25°C. The resultant suspension was heated at 50°C for 2 hours, cooled to 0°C and ... Reactants: C1CCOC1, COc1ccc2ccc(C(=O)O)c(OC)c2c1, CCCCCC, [NH4+], [OH-]. Product: COc1ccc2ccc(C(N)=O)c(OC)c2c1. As a reaction SMILES: [CH2:26]1[O:27][CH2:28][CH2:29][CH2:30]1.[CH3:1][O:2][c:3]1[c:4]([C:15](=[O:16])[OH:17])[cH:5][cH:6][c:7]2[cH:8][cH:9][c:10]([O:13][CH3:14])[cH:11][c:12]12.[CH3:20][CH2:21][CH2:22][CH2:23][CH2:24][CH3:25].[NH4+:19].[OH-:18]>>[CH3:1][O:2][c:3]1[c:4]([C:15](=[O:17])[NH2:19])[cH:5][cH:6][c:7]2[cH:8][cH:9][c:10]([O:13][CH3:14])[cH:11][c:12]12. Starting materials: C(=O)(O)CN1C(=C(C(=O)[O-])C(C=C1C)=O)C1=CC=C(C=C1)Cl (1-carboxymethyl-6-methyl-2-(4'-chlorophenyl)-4-oxonicotinate). The solvent is [OH-].[Na+] (sodium hydroxide). The product is C(=O)(O)CN1C(=C(C(=O)O)C(C=C1C)=O)C1=CC=C(C=C1)Cl (1-carboxymethyl-6-methyl-2-(4'-chlorophenyl)-4-oxonicotinic acid). Isolated yield 72.3%. As a reaction SMILES: [C:1]([CH2:4][N:5]1[C:13]([CH3:14])=[CH:12][C:11](=[O:15])[C:7]([C:8]([O-:10])=[O:9])=[C:6]1[C:16]1[CH:21]=[CH:20][C:19]([Cl:22])=[CH:18][CH:17]=1)([OH:3])=[O:2]>[OH-].[Na+]>[C:1]([CH2:4][N:5]1[C:13]([CH3:14])=[CH:12][C:11](=[O:15])[C:7]([C:8]([OH:10])=[O:9])=[C:6]1[C:16]1[CH:17]=[CH:18][C:19]([Cl:22])=[CH:20][CH:21]=1)([OH:3])=[O:2] |f:1.2|. Reported procedure: 4.0 g of 1-carboxymethyl-6-methyl-2-(4'-chlorophenyl)-4-oxonicotinate is suspended in 40 g of 5% aqueous sodium hydroxide solution and heated at 80°-85° C. for two hours. The reaction mixture is cooled and acidified to give a white precipitate. This precipitate is collected by filtration to yield 2.9 g of 1-carboxymethyl-6-methyl-2-(4'-chlorophenyl)-4-oxonicotinic acid. mp (CH3CN)=158°-162° C. Starting materials: Cl.O1CCOCC1 (hydrochloric acid 1,4-dioxane), N(=C=O)CC(=O)OCC (ethyl isocyanatoacetate), CC(CC)(CC)O (3-methyl-3-pentanol). The solvent is ClCCl (dichloromethane). Reaction conditions: time 5 minute. The product is C(C)C(CC)(OC(=O)NCC(=O)OCC)C (ethyl {[(1-ethyl-1-methylpropoxy)carbonyl]amino}acetate). Reaction SMILES: [N:1]([CH2:4][C:5]([O:7][CH2:8][CH3:9])=[O:6])=[C:2]=[O:3].Cl.O1CCOCC1.[CH3:17][C:18]([OH:23])([CH2:21][CH3:22])[CH2:19][CH3:20]>ClCCl>[CH2:19]([C:18]([CH3:17])([O:23][C:2]([NH:1][CH2:4][C:5]([O:7][CH2:8][CH3:9])=[O:6])=[O:3])[CH2:21][CH3:22])[CH3:20] |f:1.2|. Procedure: 0.500 ml (4.01 mmol) of ethyl isocyanatoacetate was dissolved in dichloromethane. 0.05 ml of 4 N hydrochloric acid/1,4-dioxane solution was added to the obtained solution, and they were stirred at room temperature for 5 minutes. 0.547 ml (4.41 mmol) of 3-methyl-3-pentanol was added to the reaction mixture, and they were stirred overnight. After the concentration under reduced pressure, ethyl acetate was added to the reaction mixture, and they were washed with saturated aqueous sodium hydrogencar... Reactants: ClC=1N=C(C2=C(N1)C=C(S2)CN2CCN(CC2)S(=O)(=O)C)N2CCOCC2 (2-Chloro-6-(4-methanesulfonyl-piperazin-1-ylmethyl)-4-morpholin-4-yl-thieno[3,2-d]pyrimidine), COC1=NC=C(C=C1)B(O)O (2-methoxy-5-pyridineboronic acid). Product: COC1=CC=C(C=N1)C=1N=C(C2=C(N1)C=C(S2)CN2CCNCC2)N2CCOCC2 (2-(6-methoxypyridin-3-yl)-4-morpholino-6-((piperazin-1-yl)methyl)thieno[3,2-d]pyrimidine). RXN SMILES: Cl[C:2]1[N:3]=[C:4]([N:22]2[CH2:27][CH2:26][O:25][CH2:24][CH2:23]2)[C:5]2[S:10][C:9]([CH2:11][N:12]3[CH2:17][CH2:16][N:15](S(C)(=O)=O)[CH2:14][CH2:13]3)=[CH:8][C:6]=2[N:7]=1.[CH3:28][O:29][C:30]1[CH:35]=[CH:34][C:33](B(O)O)=[CH:32][N:31]=1>>[CH3:28][O:29][C:30]1[N:31]=[CH:32][C:33]([C:2]2[N:3]=[C:4]([N:22]3[CH2:27][CH2:26][O:25][CH2:24][CH2:23]3)[C:5]3[S:10][C:9]([CH2:11][N:12]4[CH2:17][CH2:16][NH:15][CH2:14][CH2:13]4)=[CH:8][C:6]=3[N:7]=2)=[CH:34][CH:35]=1. Reported procedure: 2-Chloro-6-(4-methanesulfonyl-piperazin-1-ylmethyl)-4-morpholin-4-yl-thieno[3,2-d]pyrimidine, prepared via General Procedure B-3, was reacted with 2-methoxy-5-pyridineboronic acid in General Procedure A. Purification on silica yielded 227. NMR (CDCl3): 2.67-2.69 (m, 4H, 2×CH2), 2.80 (s, 3H, CH3), 3.29-3.31 (m, 4H, 2×CH2), 3.86-3.89 (m, 6H, 3×CH2), 4.01-4.05 (m, 7H, 2×CH2+CH3), 6.80 (d, H, ArH, J=8.56 Hz), 7.30 (s, H, ArH), 8.57 (dd, H, ArH, J=8.64 Hz, 2.31 Hz), 9.23 (d, H, ArH, J=2.22 Hz). MS: (... RXN SMILES: [C:1]([C:5]1[C:9]([CH:10]=[O:11])=[CH:8][NH:7][N:6]=1)([CH3:4])([CH3:3])[CH3:2].Br[CH2:13][C:14]([NH:16][C:17]1[S:21][C:20]2[CH2:22][CH2:23][CH2:24][CH2:25][C:19]=2[C:18]=1[C:26]([NH:28][CH3:29])=[O:27])=[O:15].C(=O)([O-])[O-].[K+].[K+]>CN(C=O)C>[C:1]([C:5]1[C:9]([CH:10]=[O:11])=[CH:8][N:7]([CH2:13][C:14]([NH:16][C:17]2[S:21][C:20]3[CH2:22][CH2:23][CH2:24][CH2:25][C:19]=3[C:18]=2[C:26]([NH:28][CH3:29])=[O:27])=[O:15])[N:6]=1)([CH3:4])([CH3:2])[CH3:3] |f:2.3.4|. Yield: 90.7%. Run in CN(C)C=O (DMF). Reactants: C(C)(C)(C)C1=NNC=C1C=O (3-Tert-butyl-1H-pyrazole-4-carbaldehyde), BrCC(=O)NC1=C(C2=C(S1)CCCC2)C(=O)NC (2-(2-bromoacetamido)-N-methyl-4,5,6,7-tetrahydrobenzo[b]thiophene-3-carboxamide), C([O-])([O-])=O.[K+].[K+] (potassium carbonate). The product is C(C)(C)(C)C1=NN(C=C1C=O)CC(=O)NC1=C(C2=C(S1)CCCC2)C(=O)NC (2-(2-(3-Tert-butyl-4-formyl-1H-pyrazol-1-yl)acetamido)-N-methyl-4,5,6,7-tetrahydrobenzo[b]thiophene-3-carboxamide). Reaction conditions: temperature 60 celsius. Reported procedure: 3-Tert-butyl-1H-pyrazole-4-carbaldehyde (150 mg, 0.986 mmol), 2-(2-bromoacetamido)-N-methyl-4,5,6,7-tetrahydrobenzo[b]thiophene-3-carboxamide (490 mg, 1.478 mmol) and potassium carbonate (545 mg, 3.94 mmol) were mixed with DMF (5 mL) and heated for 3 h at 60° C. The reaction was partitioned between water and EtOAc. Organics were combined and purified by chromatography (0-60%, EtOAc/heptane) to give the title product as a white solid (360 mg, 0.894 mmol, 91%). Starting materials: C(C)OC(=O)OC=1C=C(C=CC1OC(=O)OCC)C[C@@H](C(=O)O[C@@H](COC(C)=O)C)NC(=O)OC(C)(C)C ((1R)-2-Acetyloxy-1-methylethyl(2S)-3-[3,4-Bis(ethoxycarbonyloxy)phenyl]-2-[(tert-butoxy)carbonylamino]propanoate), Cl (HCl). The solvent is O1CCOCC1 (dioxane). Conditions: time 60 minute. The product is Cl.N[C@H](C(=O)O[C@@H](COC(C)=O)C)CC1=CC(=C(C=C1)OC(=O)OCC)OC(=O)OCC ((1R)-2-Acetyloxy-1-methylethyl(2S)-2-Amino-3-[3,4-bis(ethoxycarbonyloxy)phenyl]propanoate Hydrochloride). Isolated yield 100.0%. As a reaction SMILES: [CH2:1]([O:3][C:4]([O:6][C:7]1[CH:8]=[C:9]([CH2:19][C@H:20]([NH:31]C(OC(C)(C)C)=O)[C:21]([O:23][C@H:24]([CH3:30])[CH2:25][O:26][C:27](=[O:29])[CH3:28])=[O:22])[CH:10]=[CH:11][C:12]=1[O:13][C:14]([O:16][CH2:17][CH3:18])=[O:15])=[O:5])[CH3:2].[ClH:39]>O1CCOCC1>[ClH:39].[NH2:31][C@@H:20]([CH2:19][C:9]1[CH:10]=[CH:11][C:12]([O:13][C:14]([O:16][CH2:17][CH3:18])=[O:15])=[C:7]([O:6][C:4]([O:3][CH2:1][CH3:2])=[O:5])[CH:8]=1)[C:21]([O:23][C@H:24]([CH3:30])[CH2:25][O:26][C:27](=[O:29])[CH3:28])=[O:22] |f:3.4|. Procedure details: (1R)-2-Acetyloxy-1-methylethyl(2S)-3-[3,4-bis(ethoxycarbonyloxy)phenyl]-2-[(tert-butoxy)carbonylamino]propanoate (20) (11.5 g, 21.2 mmol) was dissolved in 60 mL of 4M HCl in dioxane. The resulting mixture was stirred at room temperature for 60 min. Solvent removal under reduced pressure gave 10.1 g (100% yield) of the title compound (14) as a colorless oil. 1H NMR (400 MHz, CD3OD): δ 1.21 (d, J=6.4 Hz, 3H), 1.35 (t, J=7.2 Hz, 3H), 1.36 (t, J=7.2 Hz, 3H), 2.04 (s, 3H), 3.26 (d, J=7.2 Hz, 2H), 4.0... Reactants: [BH4-], C1CCOC1, [Li+], COC(=O)C1CC(O[Si](C)(C)C(C)(C)C)CN1C(=O)c1ccc(-c2ccccc2)cc1. Yields the product CC(C)(C)[Si](C)(C)OC1CC(CO)N(C(=O)c2ccc(-c3ccccc3)cc2)C1. RXN SMILES: [BH4-:32].[CH2:34]1[O:35][CH2:36][CH2:37][CH2:38]1.[Li+:33].[c:1]1(-[c:26]2[cH:27][cH:28][cH:29][cH:30][cH:31]2)[cH:2][cH:3][c:4]([C:7](=[O:8])[N:9]2[CH:10]([C:11](=[O:12])[O:13][CH3:14])[CH2:15][CH:16]([O:18][Si:19]([CH3:20])([CH3:21])[C:22]([CH3:23])([CH3:24])[CH3:25])[CH2:17]2)[cH:5][cH:6]1>>[c:1]1(-[c:26]2[cH:27][cH:28][cH:29][cH:30][cH:31]2)[cH:2][cH:3][c:4]([C:7](=[O:8])[N:9]2[CH:10]([CH2:11][OH:12])[CH2:15][CH:16]([O:18][Si:19]([CH3:20])([CH3:21])[C:22]([CH3:23])([CH3:24])[CH3:25])[CH2:17]2)[cH:5][cH:6]1.